From a dataset of the Open Reaction Database (ORD), a public repository of structured organic reaction records. describe an organic reaction: reactants, conditions, products, and yield Starting materials: C(C)OC(C(CC1=NN(C(=C1)C1=CC(=C(C=C1)Cl)Cl)C1=CC=C(C=C1)OC)C=1C=C(C=CC1)C)=O (3-[5-(3,4-dichloro-phenyl)-1-(4-methoxy-phenyl)-1H-pyrazol-3-yl]-2-m-tolyl-propionic acid ethyl ester), Cl (HCl), CCOC(=O)C (EtOAc). Reagents/catalysts: catalyst #8. Solvent: P(=O)([O-])([O-])[O-] (phosphate), CC(C)O.C1(=CC=CC=C1)C (IPA toluene). Reaction conditions: time 2 day. The product is ClC=1C=C(C=CC1Cl)C1=CC(=NN1C1=CC=C(C=C1)OC)C[C@H](C(=O)O)C=1C=C(C=CC1)C ((S)-3-[5-(3,4-Dichloro-phenyl)-1-(4-methoxy-phenyl)-1H-pyrazol-3-yl]-2-m-tolyl-propionic acid). Yield: 40.3%. As a reaction SMILES: C([O:3][C:4](=[O:35])[CH:5]([C:28]1[CH:29]=[C:30]([CH3:34])[CH:31]=[CH:32][CH:33]=1)[CH2:6][C:7]1[CH:11]=[C:10]([C:12]2[CH:17]=[CH:16][C:15]([Cl:18])=[C:14]([Cl:19])[CH:13]=2)[N:9]([C:20]2[CH:25]=[CH:24][C:23]([O:26][CH3:27])=[CH:22][CH:21]=2)[N:8]=1)C.Cl.CCOC(C)=O>P([O-])([O-])([O-])=O.CC(O)C.C1(C)C=CC=CC=1>[Cl:19][C:14]1[CH:13]=[C:12]([C:10]2[N:9]([C:20]3[CH:21]=[CH:22][C:23]([O:26][CH3:27])=[CH:24][CH:25]=3)[N:8]=[C:7]([CH2:6][C@@H:5]([C:28]3[CH:29]=[C:30]([CH3:34])[CH:31]=[CH:32][CH:33]=3)[C:4]([OH:35])=[O:3])[CH:11]=2)[CH:17]=[CH:16][C:15]=1[Cl:18] |f:4.5|. Reported procedure: To a stirred solution of the Altus catalyst #8 (10.0 g) in phosphate buffer (pH 7, 500 mL) was slowly added 3-[5-(3,4-dichloro-phenyl)-1-(4-methoxy-phenyl)-1H-pyrazol-3-yl]-2-m-tolyl-propionic acid ethyl ester from Example 508 (10.0 g, 0.0196 mol) in IPA/toluene (40 mL/15 mL) for over 30 min to form a slurried reaction mixture. The reaction was monitored at 2 day intervals using chiral HPLC. After 24 days, the reaction mixture was adjusted to pH 1-2 using 1 N HCl, and then EtOAc (300 mL) was add...